From a dataset of the Open Reaction Database (ORD), a public repository of structured organic reaction records. describe an organic reaction: reactants, conditions, products, and yield The reactants are CCOC(=N)Cc1ccc(OC)cc1, CCO, Cl, Nc1ncccc1OCc1ccccc1. Product: Cl, COc1ccc(CC(=N)Nc2ncccc2OCc2ccccc2)cc1. As a reaction SMILES: [CH3:17][O:18][c:19]1[cH:20][cH:21][c:22]([CH2:25][C:26]([O:27][CH2:28][CH3:29])=[NH:30])[cH:23][cH:24]1.[CH3:31][CH2:32][OH:33].[ClH:16].[NH2:1][c:2]1[n:3][cH:4][cH:5][cH:6][c:7]1[O:8][CH2:9][c:10]1[cH:11][cH:12][cH:13][cH:14][cH:15]1>>[ClH:16].[NH:1]([c:2]1[n:3][cH:4][cH:5][cH:6][c:7]1[O:8][CH2:9][c:10]1[cH:11][cH:12][cH:13][cH:14][cH:15]1)[C:26]([CH2:25][c:22]1[cH:21][cH:20][c:19]([O:18][CH3:17])[cH:24][cH:23]1)=[NH:30]. The reactants are C1CCOC1, Cl, FC(F)(F)c1cc(COCC2(c3ccccc3)OCCO2)cc(C(F)(F)F)c1. Yields the product O=C(COCc1cc(C(F)(F)F)cc(C(F)(F)F)c1)c1ccccc1. Reaction SMILES: [CH2:30]1[O:31][CH2:32][CH2:33][CH2:34]1.[ClH:29].[F:1][C:2]([c:3]1[cH:4][c:5]([CH2:6][O:7][CH2:8][C:9]2([c:14]3[cH:15][cH:16][cH:17][cH:18][cH:19]3)[O:10][CH2:13][CH2:12][O:11]2)[cH:20][c:21]([C:23]([F:24])([F:25])[F:26])[cH:22]1)([F:27])[F:28]>>[F:1][C:2]([c:3]1[cH:4][c:5]([CH2:6][O:7][CH2:8][C:9](=[O:10])[c:14]2[cH:15][cH:16][cH:17][cH:18][cH:19]2)[cH:20][c:21]([C:23]([F:24])([F:25])[F:26])[cH:22]1)([F:27])[F:28]. Reactants: COC=1C=C(C=C(C1)OC)C(CCCCCC)=O (1-(3,5-Dimethoxyphenyl)heptan-1-one), C(CO)O (ethylene glycol), O.C1(=CC=C(C=C1)S(=O)(=O)O)C (p-toluenesulfonic acid monohydrate). Solvent: C1(=CC=CC=C1)C (toluene). Yields the product COC=1C=C(C=C(C1)OC)C1(OCCO1)CCCCCC (2-(3,5-dimethoxyphenyl)-2-hexyl-1,3-dioxolane). The yield is 90.4%. Reaction SMILES: [CH3:1][O:2][C:3]1[CH:4]=[C:5]([C:11](=[O:18])[CH2:12][CH2:13][CH2:14][CH2:15][CH2:16][CH3:17])[CH:6]=[C:7]([O:9][CH3:10])[CH:8]=1.[CH2:19](O)[CH2:20][OH:21].O.C1(C)C=CC(S(O)(=O)=O)=CC=1>C1(C)C=CC=CC=1>[CH3:10][O:9][C:7]1[CH:6]=[C:5]([C:11]2([CH2:12][CH2:13][CH2:14][CH2:15][CH2:16][CH3:17])[O:21][CH2:20][CH2:19][O:18]2)[CH:4]=[C:3]([O:2][CH3:1])[CH:8]=1 |f:2.3|. Procedure details: 1-(3,5-Dimethoxyphenyl)heptan-1-one (200 mg, 0.80 mmol), ethylene glycol (173 mg, 2.80 mmol) and a catalytic amount of p-toluenesulfonic acid monohydrate were refluxed in toluene (25 mL) overnight in a Dean-Stark apparatus. The reaction mixture was then concentrated and the residue dissolved in chloroform (50 mL) and washed with saturated sodium bicarbonate solution (2×25 mL) then brine (1×25 mL). The organic phase was dried (Na2SO4) and evaporated to give 2-(3,5-dimethoxyphenyl)-2-hexyl-1,3-dio... Starting materials: [BH4-].[Na+] (sodium borohydride), C(#N)C1=CC=C(C=NN2C=NN=C2)C=C1 (4-[(4-cyanobenzylidene)amino]-4H-1,2,4-triazole). The solvent is CO (methanol). Run at time 1 hour. Product: C(#N)C1=CC=C(CNN2C=NN=C2)C=C1 (4-[(4-cyanobenzyl)amino]-4H-1,2,4-triazole). Isolated yield 42.2%. As a reaction SMILES: [BH4-].[Na+].[C:3]([C:5]1[CH:17]=[CH:16][C:8]([CH:9]=[N:10][N:11]2[CH:15]=[N:14][N:13]=[CH:12]2)=[CH:7][CH:6]=1)#[N:4]>CO>[C:3]([C:5]1[CH:6]=[CH:7][C:8]([CH2:9][NH:10][N:11]2[CH:12]=[N:13][N:14]=[CH:15]2)=[CH:16][CH:17]=1)#[N:4] |f:0.1|. Reported procedure: 2.28 Grams of sodium borohydride was added gradually to a suspension of 9.85 g of 4-[(4-cyanobenzylidene)amino]-4H-1,2,4-triazole obtained in Referential Example 1 in 100 ml methanol under ice-cooling. The reaction mixture was stirred at the same temperature for 1 hour, and the solvent was removed by distillation under reduced pressure. Water and sodium chloride were added to the residue successively for salting-out, and the mixture was extracted with ethyl acetate. The organic layer was dried o... Reactants: O=C(OCC)C=1C=CC=CC1CC(=O)OCC. The reagents and catalysts are [K].OC(C)(C)C, O1B(OC(C)(C)C1(C)C)B2OC(C)(C)C(O2)(C)C, O=C1C=CC=2C=CC=C(C3=CN=C(C=C3)C=4N=CC=CC4)C2N1, C[OH2+].C[OH2+].C1CC=CCCC=C1.C1CC=CCCC=C1.[Ir].[Ir]. Solvent: O1CCCC1. Reaction conditions: temperature 80 celsius, time 12 hour. The product is O=C(OCC)C1=CC=C(C=C1CC(=O)OCC)B2OC(C)(C)C(O2)(C)C. Isolated yield 63.0%. Reactants: NC(C(=O)O)CC=1C=C(C=C(C1)CP(=O)(O)O)C1=CC=CC=C1 ((±)-α-amino-3-(5-phosphonomethyl-[1.1'-biphenyl]3-yl) propanoic acid), C(CCCCCCCCCCCCCCC)(=O)Cl (palmitic acid chloride). Run in CN(C=O)C (dimethylformamide), C(C)N(C(C)C)C(C)C (N-ethyldiisopropylamine). Conditions: time 26 hour. The product is C(CCCCCCCCCCCCCCC)(=O)NC(C(=O)O)CC=1C=C(C=C(C1)CP(=O)(O)O)C1=CC=CC=C1 ((±)-α-Palmitoylamino-3-(5-phosphonomethyl-[1.1'-biphenyl]3-yl) propanoic acid). As a reaction SMILES: [NH2:1][CH:2]([CH2:6][C:7]1[CH:8]=[C:9]([C:18]2[CH:23]=[CH:22][CH:21]=[CH:20][CH:19]=2)[CH:10]=[C:11]([CH2:13][P:14]([OH:17])([OH:16])=[O:15])[CH:12]=1)[C:3]([OH:5])=[O:4].[C:24](Cl)(=[O:40])[CH2:25][CH2:26][CH2:27][CH2:28][CH2:29][CH2:30][CH2:31][CH2:32][CH2:33][CH2:34][CH2:35][CH2:36][CH2:37][CH2:38][CH3:39]>CN(C)C=O.C(N(C(C)C)C(C)C)C>[C:24]([NH:1][CH:2]([CH2:6][C:7]1[CH:8]=[C:9]([C:18]2[CH:23]=[CH:22][CH:21]=[CH:20][CH:19]=2)[CH:10]=[C:11]([CH2:13][P:14]([OH:17])([OH:16])=[O:15])[CH:12]=1)[C:3]([OH:5])=[O:4])(=[O:40])[CH2:25][CH2:26][CH2:27][CH2:28][CH2:29][CH2:30][CH2:31][CH2:32][CH2:33][CH2:34][CH2:35][CH2:36][CH2:37][CH2:38][CH3:39]. Procedure details: To a mixture of 335 mg (±)-α-amino-3-(5-phosphonomethyl-[1.1'-biphenyl]3-yl) propanoic acid in 30 ml dimethylformamide and 0.76 ml N-ethyldiisopropylamine under nitrogen are added dropwise at room temperature within 10 minutes 0.4 ml palmitic acid chloride. The mixture is stirred at room temperature for 26 hours. The solvent is evaporated in vacuo. The oily residue is taken up in water, acidified with 2N HCl to pH 1 and extracted with diethyl ether. The extract is washed with saturated aqueous s...